Dataset: the Open Reaction Database (ORD), a public repository of structured organic reaction records. Task: describe an organic reaction: reactants, conditions, products, and yield Reactants: NC1=NC=NC2=CC(=CC=C12)CN1C(C(NCC1)COCC)=O (1-(4-aminoquinazoline-7-ylmethyl)-3-ethoxymethyl-piperazine-2-one), ClC1=CC=C(C=N1)OCC(=O)O ((6-chloro-pyridin-3-yloxy)-acetic acid). Yields the product NC1=NC=NC2=CC(=CC=C12)CN1C([C@@H](N(CC1)C(COC=1C=NC(=CC1)Cl)=O)COCC)=O (1-(4-Amino-quinazolin-7-ylmethyl)-4-[(6-chloro-pyridin-3-yloxy)-acetyl]-3-(S)-ethoxymethyl-piperazin-2-one). RXN SMILES: [NH2:1][C:2]1[C:11]2[C:6](=[CH:7][C:8]([CH2:12][N:13]3[CH2:18][CH2:17][NH:16][CH:15]([CH2:19][O:20][CH2:21][CH3:22])[C:14]3=[O:23])=[CH:9][CH:10]=2)[N:5]=[CH:4][N:3]=1.[Cl:24][C:25]1[N:30]=[CH:29][C:28]([O:31][CH2:32][C:33](O)=[O:34])=[CH:27][CH:26]=1>>[NH2:1][C:2]1[C:11]2[C:6](=[CH:7][C:8]([CH2:12][N:13]3[CH2:18][CH2:17][N:16]([C:33](=[O:34])[CH2:32][O:31][C:28]4[CH:29]=[N:30][C:25]([Cl:24])=[CH:26][CH:27]=4)[C@@H:15]([CH2:19][O:20][CH2:21][CH3:22])[C:14]3=[O:23])=[CH:9][CH:10]=2)[N:5]=[CH:4][N:3]=1. Reported procedure: The title compound is prepared as described in EXAMPLE 123, using 1-(4-aminoquinazoline-7-ylmethyl)-3-ethoxymethyl-piperazine-2-one, EXAMPLE 79 and, (6-chloro-pyridin-3-yloxy)-acetic acid, prepared similary to the procedure described in EXAMPLE 29. 1H NMR (d6-DMSO, 300 MHz) δ9.73 (bs, 2H), 8.81 (s, 1H), 8.37 (m, 1H), 8.10 (m, 1H), 7.61 (m, 2H), 7.40 (m, 2H), 4.98 (m, 2H), 4.65 (m, 2H), 4.50 (m, 1H), 3.91 (m, 1H), 3.75 (m, 1H), 3.59 (m, 2H), 3.31 (m, 2H), 1.07 (m, 3H). MS (ion spray), m/z, 485, 4... Reactants: Cl (HCl), ClC1=CC=C(C(=O)N)C=C1 (4-chlorobenzamide), P(Cl)(Cl)(Cl)(Cl)Cl (phosphorus pentachloride), C(=O)O (formic acid). Run in C(Cl)(Cl)(Cl)Cl (carbon tetrachloride). The product is ClC1=CC=C(C(=O)NP(=O)(Cl)Cl)C=C1 (4-Chloro-N-[dichlorophosphinyl]benzamide). As a reaction SMILES: [Cl:1][C:2]1[CH:10]=[CH:9][C:5]([C:6]([NH2:8])=[O:7])=[CH:4][CH:3]=1.[P:11]([Cl:16])(Cl)(Cl)(Cl)[Cl:12].C(O)=[O:18].Cl>C(Cl)(Cl)(Cl)Cl>[Cl:1][C:2]1[CH:10]=[CH:9][C:5]([C:6]([NH:8][P:11]([Cl:16])([Cl:12])=[O:18])=[O:7])=[CH:4][CH:3]=1. Reported procedure: A suspension of 68 g, (0.44 mole) of 4-chlorobenzamide, 91 g (0.44 mole) of phosphorus pentachloride and 700 ml of AR carbon tetrachloride was heated at 65°-70° for 25 min. The solution was cooled to 20° and 20.7 g (0.44 mole) of 97% formic acid added dropwise. After the HCl gas evolution had nearly stopped, ca. 30 min., the precipitate was collected by filtration, washed with AR carbon tetrachloride and air-dried to give 103 g, m.p. 114.5°-115.5°. The reactants are CNC1CCC(OCCCCBr)CC1, Cl, O=S(=O)(Cl)c1ccc(F)cc1F. Product: CN(C1CCC(OCCCCBr)CC1)S(=O)(=O)c1ccc(F)cc1F. Reaction SMILES: [Br:2][CH2:3][CH2:4][CH2:5][CH2:6][O:7][CH:8]1[CH2:9][CH2:10][CH:11]([NH:14][CH3:15])[CH2:12][CH2:13]1.[ClH:1].[F:16][c:17]1[c:18]([S:24](=[O:25])(=[O:26])[Cl:27])[cH:19][cH:20][c:21]([F:23])[cH:22]1>>[Br:2][CH2:3][CH2:4][CH2:5][CH2:6][O:7][CH:8]1[CH2:9][CH2:10][CH:11]([N:14]([CH3:15])[S:24]([c:18]2[c:17]([F:16])[cH:22][c:21]([F:23])[cH:20][cH:19]2)(=[O:25])=[O:26])[CH2:12][CH2:13]1. The reagents and catalysts are CN(C1=CC=NC=C1)C (4-(dimethylamino)pyridine). The yield is 76.0%. Yields the product C(C)(=O)OC1=C(C(=O)O)C=CC(=C1)S(=O)(=O)OC1=CC=C(C=C1)CCC1=C(OC2=C1C=CC=C2)CCCC (2-Acetoxy-4-{4-[2-(2-butyl-benzofuran-3-yl)-ethyl]-phenoxysulfonyl}-benzoic acid). Starting materials: C(CCC)C=1OC2=C(C1CCC1=CC=C(OS(=O)(=O)C3=CC(=C(C(=O)O)C=C3)O)C=C1)C=CC=C2 (4-{4-[2-(2-butyl-benzofuran-3-yl)-ethyl]-phenoxysulfonyl}-2-hydroxy-benzoic acid), C(C)(=O)OC(C)=O (acetic anhydride), O (H2O). Reaction conditions: time 24 hour. Procedure: At ambient temperature, to a stirred solution containing 4-{4-[2-(2-butyl-benzofuran-3-yl)-ethyl]-phenoxysulfonyl}-2-hydroxy-benzoic acid (0.298 g, 0.602 mmol) and acetic anhydride (1 mL) In EtOAc (2 mL) was added 4-(dimethylamino)pyridine (3.7 mg, 0.0301 mmol). The reaction was refluxed for 72 h. The reaction was cooled to ambient temperature, hydrolyzed with H2O (5 mL) and stirred for 24 h. The reaction was diluted with EtOAc and the organic phase washed sequentially with H2O (2×), brine (2×),... Reaction SMILES: [CH2:1]([C:5]1[O:6][C:7]2[CH:35]=[CH:34][CH:33]=[CH:32][C:8]=2[C:9]=1[CH2:10][CH2:11][C:12]1[CH:31]=[CH:30][C:15]([O:16][S:17]([C:20]2[CH:28]=[CH:27][C:23]([C:24]([OH:26])=[O:25])=[C:22]([OH:29])[CH:21]=2)(=[O:19])=[O:18])=[CH:14][CH:13]=1)[CH2:2][CH2:3][CH3:4].[C:36](OC(=O)C)(=[O:38])[CH3:37].O>CCOC(C)=O.CN(C)C1C=CN=CC=1>[C:36]([O:29][C:22]1[CH:21]=[C:20]([S:17]([O:16][C:15]2[CH:14]=[CH:13][C:12]([CH2:11][CH2:10][C:9]3[C:8]4[CH:32]=[CH:33][CH:34]=[CH:35][C:7]=4[O:6][C:5]=3[CH2:1][CH2:2][CH2:3][CH3:4])=[CH:31][CH:30]=2)(=[O:18])=[O:19])[CH:28]=[CH:27][C:23]=1[C:24]([OH:26])=[O:25])(=[O:38])[CH3:37]. The solvent is CCOC(=O)C (EtOAc), CCOC(=O)C (EtOAc). Starting materials: CC(=O)OC1CC=C(CCCCCCC(=O)O)C1=O, CCOCC, C=[N+]=[N-]. The product is COC(=O)CCCCCCC1=CCC(OC(C)=O)C1=O. Reaction SMILES: [C:1]([CH3:2])(=[O:3])[O:4][CH:5]1[CH2:6][CH:7]=[C:8]([CH2:11][CH2:12][CH2:13][CH2:14][CH2:15][CH2:16][C:17](=[O:18])[OH:19])[C:9]1=[O:10].[CH3:23][CH2:24][O:25][CH2:26][CH3:27].[N+:20](=[N-:21])=[CH2:22]>>[C:1]([CH3:2])(=[O:3])[O:4][CH:5]1[CH2:6][CH:7]=[C:8]([CH2:11][CH2:12][CH2:13][CH2:14][CH2:15][CH2:16][C:17](=[O:18])[O:19][CH3:22])[C:9]1=[O:10]. The reactants are FC1=C(C=C(C(=C1)Cl)OS(=O)(=O)C)N1N=C(C(=C1C)[N+](=O)[O-])C (1-(2-fluoro-4-chloro-5-methylsulfonyloxyphenyl)-3,5-dimethyl-4-nitropyrazole), [OH-].[Na+] (sodium hydroxide), Cl (hydrochloric acid). Solvent: C(C)O (ethanol). Run at temperature 40 celsius, time 30 minute. Yields the product FC1=C(C=C(C(=C1)Cl)O)N1N=C(C(=C1C)[N+](=O)[O-])C (1-(2-fluoro-4-chloro-5-hydroxyphenyl)-3,5-dimethyl-4-nitropyrazole). Yield: 98.0%. As a reaction SMILES: [F:1][C:2]1[CH:7]=[C:6]([Cl:8])[C:5]([O:9]S(C)(=O)=O)=[CH:4][C:3]=1[N:14]1[C:18]([CH3:19])=[C:17]([N+:20]([O-:22])=[O:21])[C:16]([CH3:23])=[N:15]1.[OH-].[Na+].Cl>C(O)C>[F:1][C:2]1[CH:7]=[C:6]([Cl:8])[C:5]([OH:9])=[CH:4][C:3]=1[N:14]1[C:18]([CH3:19])=[C:17]([N+:20]([O-:22])=[O:21])[C:16]([CH3:23])=[N:15]1 |f:1.2|. Procedure details: A mixture of 1-(2-fluoro-4-chloro-5-methylsulfonyloxyphenyl)-3,5-dimethyl-4-nitropyrazole (36.5 g), 2N aqueous sodium hydroxide solution (100 ml) and ethanol (50 ml) was stirred at 40° C. for 30 minutes. After cooling, the reaction mixture was acidified with an aqueous hydrochloric acid solution and extracted with toluene. The toluene layer thus obtained was washed with water and dried over anhydrous sodium sulfate. Removal of the solvent by distillation in vacuo gave the titled compound (28.1 g...